From a dataset of the Open Reaction Database (ORD), a public repository of structured organic reaction records. describe an organic reaction: reactants, conditions, products, and yield Reactants: [BH4-], COc1c(C)c2c(c(OS(=O)(=O)c3ccc(C)cc3)c1CC1=C(C)C(=O)CC1)C(=O)OC2, CCOC(C)=O, [Ce+3], [Cl-], [Cl-], [Cl-], [Na+], O, O, O, O, O, O, O. RXN SMILES: [BH4-:44].[CH3:1][O:2][c:3]1[c:4]([CH2:25][C:26]2=[C:27]([CH3:32])[C:28](=[O:31])[CH2:29][CH2:30]2)[c:5]([O:14][S:15](=[O:16])(=[O:17])[c:18]2[cH:19][cH:20][c:21]([CH3:24])[cH:22][cH:23]2)[c:6]2[c:10]([c:11]1[CH3:12])[CH2:9][O:8][C:7]2=[O:13].[CH3:46][CH2:47][O:48][C:49](=[O:50])[CH3:51].[Ce+3:43].[Cl-:40].[Cl-:41].[Cl-:42].[Na+:45].[OH2:33].[OH2:34].[OH2:35].[OH2:36].[OH2:37].[OH2:38].[OH2:39]>>[CH3:1][O:2][c:3]1[c:4]([CH2:25][C:26]2=[C:27]([CH3:32])[CH:28]([OH:31])[CH2:29][CH2:30]2)[c:5]([O:14][S:15](=[O:16])(=[O:17])[c:18]2[cH:19][cH:20][c:21]([CH3:24])[cH:22][cH:23]2)[c:6]2[c:10]([c:11]1[CH3:12])[CH2:9][O:8][C:7]2=[O:13]. Yields the product COc1c(C)c2c(c(OS(=O)(=O)c3ccc(C)cc3)c1CC1=C(C)C(O)CC1)C(=O)OC2. Starting materials: N1=C(C=CC=C1)CCCO (pyridine-2-propanol), Cl (HCl), C(C)O (ethanol). Run at time 16 hour. Yields the product Cl.C1(CCCCC1)CCCO (3-cyclohexyl-propan-1-ol hydrochloride). Reaction SMILES: N1[CH:6]=[CH:5][CH:4]=[CH:3][C:2]=1[CH2:7][CH2:8][CH2:9][OH:10].[ClH:11].[CH2:12](O)C>>[ClH:11].[CH:2]1([CH2:7][CH2:8][CH2:9][OH:10])[CH2:12][CH2:6][CH2:5][CH2:4][CH2:3]1 |f:3.4|. Procedure details: To a stirred solution of compound 20 (5 g, 36.4 mmol) in ethanol (32 mL) was added concentrated HCl (3.2 mL) and the reaction mixture was degassed with N2 for 15 minutes. Platinum oxide (PtO2; 1 g) was then added and degassed for 5 minutes. Finally, the reaction mixture was hydrogenated at rt in a Parr apparatus for 16 hours under 45 psi H2 pressure. The reaction mixture was filtered through the Celite® reagent, and was washed with ethanol. The filtrate was concentrated to yield the crude produc... Starting materials: [Br-], O=Cc1ccc(Br)cc1, C1CCOC1, CCCCCC[Mg+], Cl. Yields the product CCCCCCC(O)c1ccc(Br)cc1. As a reaction SMILES: [Br-:1].[Br:9][c:10]1[cH:11][cH:12][c:13]([CH:14]=[O:15])[cH:16][cH:17]1.[CH2:19]1[O:20][CH2:21][CH2:22][CH2:23]1.[CH2:2]([CH2:3][CH2:4][CH2:5][CH2:6][CH3:7])[Mg+:8].[ClH:18]>>[CH2:2]([CH2:3][CH2:4][CH2:5][CH2:6][CH3:7])[CH:14]([c:13]1[cH:12][cH:11][c:10]([Br:9])[cH:17][cH:16]1)[OH:15]. Starting materials: CN(C)C=O, BrCC1CC1, [H-], [Na+], CC(C)N1CCN(C(=O)c2ccc3[nH]c(C(=O)N4CCS(=O)(=O)CC4)cc3c2)CC1. Product: CC(C)N1CCN(C(=O)c2ccc3c(c2)cc(C(=O)N2CCS(=O)(=O)CC2)n3CC2CC2)CC1. RXN SMILES: [CH3:38][N:39]([CH3:40])[CH:41]=[O:42].[CH:33]1([CH2:36][Br:37])[CH2:34][CH2:35]1.[H-:31].[Na+:32].[O:1]=[S:2]1(=[O:30])[CH2:3][CH2:4][N:5]([C:8](=[O:9])[c:10]2[nH:11][c:12]3[cH:13][cH:14][c:15]([C:19](=[O:20])[N:21]4[CH2:22][CH2:23][N:24]([CH:27]([CH3:28])[CH3:29])[CH2:25][CH2:26]4)[cH:16][c:17]3[cH:18]2)[CH2:6][CH2:7]1>>[O:1]=[S:2]1(=[O:30])[CH2:3][CH2:4][N:5]([C:8](=[O:9])[c:10]2[n:11]([CH2:36][CH:33]3[CH2:34][CH2:35]3)[c:12]3[cH:13][cH:14][c:15]([C:19](=[O:20])[N:21]4[CH2:22][CH2:23][N:24]([CH:27]([CH3:28])[CH3:29])[CH2:25][CH2:26]4)[cH:16][c:17]3[cH:18]2)[CH2:6][CH2:7]1. The reactants are N(C(=O)C)C1=CSC2=C(N=CC=C21)CSC=2NC1=C(N2)C=CC=C1 (2-[(3-acetaminothieno[2, 3-c]pyridin-7-yl)methylthio]benzimidazole), C1=CC(=CC(=C1)Cl)C(=O)OO (m-CPBA), [O-]S(=O)[O-].[Na+].[Na+] (Na2SO3), C(=O)(O)[O-].[Na+] (NaHCO3). Run in C(Cl)(Cl)Cl (CHCl3), CO (MeOH). Run at time 1.5 hour. Yields the product N(C(=O)C)C1=CSC2=C(N=CC=C21)CS(=O)C=2NC1=C(N2)C=CC=C1 (2-[(3-acetaminothieno[2, 3-c]pyridin-7-yl)methylsulfinyl]benzimidazole). The yield is 58.6%. Reaction SMILES: [NH:1]([C:5]1[C:13]2[C:8](=[C:9]([CH2:14][S:15][C:16]3[NH:17][C:18]4[CH:24]=[CH:23][CH:22]=[CH:21][C:19]=4[N:20]=3)[N:10]=[CH:11][CH:12]=2)[S:7][CH:6]=1)[C:2]([CH3:4])=[O:3].C1C=C(Cl)C=C(C(OO)=[O:33])C=1.[O-]S([O-])=O.[Na+].[Na+].C([O-])(O)=O.[Na+]>C(Cl)(Cl)Cl.CO>[NH:1]([C:5]1[C:13]2[C:8](=[C:9]([CH2:14][S:15]([C:16]3[NH:20][C:19]4[CH:21]=[CH:22][CH:23]=[CH:24][C:18]=4[N:17]=3)=[O:33])[N:10]=[CH:11][CH:12]=2)[S:7][CH:6]=1)[C:2]([CH3:4])=[O:3] |f:2.3.4,5.6|. Reported procedure: To a solution of 83 mg (0.244 mmol) of 2-[(3-acetaminothieno[2, 3-c]pyridin-7-yl)methylthio]benzimidazole (Ia-12) was dissolved in a mixture of 4 ml of CHCl3 and 2 ml of MeOH. To the solution was added 53 mg (1 equivalent) of 80% m-CPBA at -10° C., and the mixture was stirred for 1.5 hr. at the same temperature. By adding an appropriate quantity each of 10% Na2SO3 and saturated aqueous NaHCO3 to the solution, crystals separated out. The crystals were collected by filtration to give 72 mg of crud... Reactants: BrC1=CC(=C(N)C(=C1)F)F (4-bromo-2,6-difluoroaniline), [Cu]C#N (copper (I) cyanide). Run in CN1C(CCC1)=O (N-methyl-2-pyrrolidone). Yields the product C(#N)C1=CC(=C(N)C(=C1)F)F (4-cyano-2,6-difluoroaniline). RXN SMILES: Br[C:2]1[CH:8]=[C:7]([F:9])[C:5]([NH2:6])=[C:4]([F:10])[CH:3]=1.[Cu][C:12]#[N:13]>CN1CCCC1=O>[C:12]([C:2]1[CH:8]=[C:7]([F:9])[C:5]([NH2:6])=[C:4]([F:10])[CH:3]=1)#[N:13]. Reported procedure: The 4-bromo-2,6-difluoroaniline (5) is reacted with copper (I) cyanide in N-methyl-2-pyrrolidone to yield 4-cyano-2,6-difluoroaniline (6).